Dataset: the Open Reaction Database (ORD), a public repository of structured organic reaction records. Task: describe an organic reaction: reactants, conditions, products, and yield Procedure details: DMF (2.01 mL) was cooled to 0° C. and phosphorus oxychloride (5.67 mL, 60.8 mmol) was added dropwise. This reaction mixture was warmed to room temperature, and then ethyl(3-methyl-5-oxo-4,5-dihydro-1H-pyrazol-1-yl)acetate (1.60 g, 8.69 mmol) was added slowly, and then the mixture was stirred at 110° C. for 3.5 hours. After the reaction was completed, the mixture was poured into ice water, a 5N aqueous solution of sodium hydroxide and sodium hydrogencarbonate were added to the mixture for neutral... Solvent: CN(C)C=O (DMF). Reaction SMILES: P(Cl)(Cl)([Cl:3])=O.[CH2:6]([O:8][C:9](=[O:18])[CH2:10][N:11]1[C:15](=O)[CH2:14][C:13]([CH3:17])=[N:12]1)[CH3:7].[OH-].[Na+].[C:21](=[O:24])([O-])O.[Na+]>CN(C=O)C>[CH2:6]([O:8][C:9](=[O:18])[CH2:10][N:11]1[C:15]([Cl:3])=[C:14]([CH:21]=[O:24])[C:13]([CH3:17])=[N:12]1)[CH3:7] |f:2.3,4.5|. The product is C(C)OC(CN1N=C(C(=C1Cl)C=O)C)=O (Ethyl(5-chloro-4-formyl-3-methyl-1H-pyrazol-1-yl)acetate). Reaction conditions: time 3.5 hour. The reactants are aqueous solution, [OH-].[Na+] (sodium hydroxide), C(O)([O-])=O.[Na+] (sodium hydrogencarbonate), P(=O)(Cl)(Cl)Cl (phosphorus oxychloride), C(C)OC(CN1N=C(CC1=O)C)=O (ethyl(3-methyl-5-oxo-4,5-dihydro-1H-pyrazol-1-yl)acetate), ice water. Reactants: ClC1=C(C(=O)N[C@@H](CNC(CC(C)C2=CC=CC=C2)=O)C(=O)O)C(=CC=C1)F (N-(2-chloro-6-fluorobenzoyl)-3-[(3RS)-3-phenylbutanoyl]amino-L-alanine), ClC1=C(C(=O)N[C@@H](CNC(=O)[C@H]2OC(CC2)=O)C(=O)O)C(=CC=C1)Cl (N-(2,6-dichlorobenzoyl)-3-[(2S)-5-oxotetrahydrofuran-2-carbonyl]amino-L-alanine). The product is ClC1=C(C(=O)N[C@@H](CNC(CC(C)C2=CC=CC=C2)=O)C(=O)O)C(=CC=C1)Cl (N-(2,6-dichlorobenzoyl)-3-[(3-RS)-3-phenylbutanoyl]amino-L-alanine). RXN SMILES: [Cl:1][C:2]1[CH:27]=[CH:26][CH:25]=[C:24](F)[C:3]=1[C:4]([NH:6][C@H:7]([C:21]([OH:23])=[O:22])[CH2:8][NH:9][C:10](=[O:20])[CH2:11][CH:12]([C:14]1[CH:19]=[CH:18][CH:17]=[CH:16][CH:15]=1)[CH3:13])=[O:5].[Cl:29]C1C=CC=C(Cl)C=1C(N[C@H](C(O)=O)CNC([C@@H]1CCC(=O)O1)=O)=O>>[Cl:1][C:2]1[CH:27]=[CH:26][CH:25]=[C:24]([Cl:29])[C:3]=1[C:4]([NH:6][C@H:7]([C:21]([OH:23])=[O:22])[CH2:8][NH:9][C:10](=[O:20])[CH2:11][CH:12]([C:14]1[CH:19]=[CH:18][CH:17]=[CH:16][CH:15]=1)[CH3:13])=[O:5]. Procedure: N-(2-chloro-6-fluorobenzoyl)-3-[(3RS)-3-phenylbutanoyl]amino-L-alanine) or k is 0 (for example N-(2,6-dichlorobenzoyl)-3-[(2S)-5-oxotetrahydrofuran-2-carbonyl]amino-L-alanine; Starting materials: [Cl-].[Al+3].[Cl-].[Cl-] (aluminium chloride), [N-]=[N+]=[N-].[Na+] (sodium azide), O1CCCC1 (tetrahydrofuran), N(=O)[O-].[Na+] (sodium nitrite), FC(C=1C(=C(C(=O)Cl)C=CC1)C)(F)F (3-trifluoromethyl-2-methylbenzoic acid chloride), O1CCCC1 (tetrahydrofuran), Cl (hydrochloric acid). Solvent: O (water). Yields the product CC1=C(C=CC=C1C(F)(F)F)N1N=NNC1=O (1-(2-methyl-3-trifluoromethylphenyl)-1,4-dihydrotetrazole-5-one). As a reaction SMILES: [Cl-].[Al+3].[Cl-].[Cl-].[N-:5]=[N+:6]=[N-:7].[Na+].[F:9][C:10]([F:22])([F:21])[C:11]1[C:12]([CH3:20])=[C:13]([CH:17]=[CH:18][CH:19]=1)C(Cl)=O.[N:23]([O-])=O.[Na+].Cl.[O:28]1[CH2:32]CCC1>O>[CH3:20][C:12]1[C:11]([C:10]([F:9])([F:21])[F:22])=[CH:19][CH:18]=[CH:17][C:13]=1[N:5]1[C:32](=[O:28])[NH:23][N:7]=[N:6]1 |f:0.1.2.3,4.5,7.8|. Procedure details: A mixture of aluminium chloride 6.53 g, sodium azide 9.55 g and tetrahydrofuran 100 mL was stirred with heating under reflux for two hours. The reaction mixtures were cooled under ice-cooling and thereto were added 3-trifluoromethyl-2-methylbenzoic acid chloride and tetrahydrofuran 100 mL and the mixtures were stirred with heating under reflux for ten hours. After cooling the mixtures, to a mixture of sodium nitrite 14.7 g and water 200 mL was added the reaction mixtures with stirring. The mixtu... The reactants are COc1cc2c(cc1[N+](=O)[O-])N(C(=O)CN(C)C)CC2, CO, [Cl-], [Cl-], [Cl-], [Fe+3], NN, O. The product is COc1cc2c(cc1N)N(C(=O)CN(C)C)CC2. Reaction SMILES: [CH3:1][N:2]([CH2:3][C:4](=[O:5])[N:6]1[CH2:7][CH2:8][c:9]2[cH:10][c:11]([O:18][CH3:19])[c:12]([N+:15]([O-:16])=[O:17])[cH:13][c:14]21)[CH3:20].[CH3:24][OH:25].[Cl-:26].[Cl-:28].[Cl-:29].[Fe+3:27].[NH2:22][NH2:23].[OH2:21]>>[CH3:1][N:2]([CH2:3][C:4](=[O:5])[N:6]1[CH2:7][CH2:8][c:9]2[cH:10][c:11]([O:18][CH3:19])[c:12]([NH2:15])[cH:13][c:14]21)[CH3:20].